This data is from the Open Reaction Database (ORD), a public repository of structured organic reaction records. The task is: describe an organic reaction: reactants, conditions, products, and yield Reported procedure: A mixture of 1-(2-hydroxycyclopentyl)-3-methyl-1H-pyrazole-4-carboxamide (2.4 g, 10 mmol), 4-pyridinecarboxamidine hydrochloride (3.2 g, 20 mmol), potassium carbonate (2.8 g, 20 mmol) and DMF (50 ml) were heated under reflux for 28 hours. The solvent was removed in vacuo, the residue was dissolved in hot water (25 ml) and was filtered. The filtrate was acidified with acetic acid and the resulting white precipitate was collected by filtration and recrystallized from DMF to afford 0.73 g (21%) of ... Run in CN(C)C=O (DMF). Starting materials: OC1C(CCC1)N1N=C(C(=C1)C(=O)N)C (1-(2-hydroxycyclopentyl)-3-methyl-1H-pyrazole-4-carboxamide), Cl.N1=CC=C(C=C1)C(=N)N (4-pyridinecarboxamidine hydrochloride), C([O-])([O-])=O.[K+].[K+] (potassium carbonate). Yield: 23.4%. As a reaction SMILES: [OH:1][CH:2]1[CH2:6][CH2:5][CH2:4][CH:3]1[N:7]1[CH:11]=[C:10]([C:12]([NH2:14])=[O:13])[C:9]([CH3:15])=[N:8]1.Cl.[N:17]1[CH:22]=[CH:21][C:20]([C:23](N)=[NH:24])=[CH:19][CH:18]=1.C(=O)([O-])[O-].[K+].[K+]>CN(C=O)C>[OH:1][CH:2]1[CH2:6][CH2:5][CH2:4][CH:3]1[N:7]1[C:11]2=[N:24][C:23]([C:20]3[CH:21]=[CH:22][N:17]=[CH:18][CH:19]=3)=[N:14][C:12](=[O:13])[C:10]2=[C:9]([CH3:15])[NH:8]1 |f:1.2,3.4.5|. Product: OC1C(CCC1)N1NC(=C2C1=NC(=NC2=O)C2=CC=NC=C2)C (1-(2-hydroxycyclopentyl)-3-methyl-6-(4-pyridyl)-pyrazolo[3,4-d]pyrimidin-4-one).